From a dataset of the Open Reaction Database (ORD), a public repository of structured organic reaction records. describe an organic reaction: reactants, conditions, products, and yield Starting materials: OCC1(CO)CCC1, CCCC[N+](CCCC)(CCCC)CCCC, Cc1ccccc1, COCCOC, COc1ccc(-c2c(-c3ccccc3)oc3ncnc(Cl)c23)cc1, Cl, [Na+], [OH-], O, O=S(=O)([O-])O. Yields the product COc1ccc(-c2c(-c3ccccc3)oc3ncnc(OCC4(CO)CCC4)c23)cc1. RXN SMILES: [C:3]1([CH2:7][OH:8])([CH2:9][OH:10])[CH2:4][CH2:5][CH2:6]1.[CH2:55]([N+:56]([CH2:57][CH2:58][CH2:59][CH3:60])([CH2:61][CH2:62][CH2:63][CH3:64])[CH2:65][CH2:66][CH2:67][CH3:68])[CH2:69][CH2:70][CH3:71].[CH3:36][c:37]1[cH:38][cH:39][cH:40][cH:41][cH:42]1.[CH3:43][O:44][CH2:45][CH2:46][O:47][CH3:48].[Cl:11][c:12]1[c:13]2[c:14]([n:15][cH:16][n:17]1)[o:18][c:19](-[c:29]1[cH:30][cH:31][cH:32][cH:33][cH:34]1)[c:20]2-[c:21]1[cH:22][cH:23][c:24]([O:27][CH3:28])[cH:25][cH:26]1.[ClH:35].[Na+:2].[OH-:1].[OH2:49].[S:50]([O-:51])([OH:52])(=[O:53])=[O:54]>>[C:3]1([CH2:7][O:8][c:12]2[c:13]3[c:14]([n:15][cH:16][n:17]2)[o:18][c:19](-[c:29]2[cH:30][cH:31][cH:32][cH:33][cH:34]2)[c:20]3-[c:21]2[cH:22][cH:23][c:24]([O:27][CH3:28])[cH:25][cH:26]2)([CH2:9][OH:10])[CH2:4][CH2:5][CH2:6]1. The product is C(CCC)C1=NC2=C(N1CC1=CC=C(C=C1)C=1C(=CC=CC1)C(=O)O)C=CC(=C2)NC(CCC)=O (4'-[(2-n-Butyl-5-butanoylamino-benzimidazol-1-yl)-methyl]biphenyl-2-carboxylic acid). RXN SMILES: [CH2:1]([C:5]1[N:9]([CH2:10][C:11]2[CH:16]=[CH:15][C:14]([C:17]3[C:18]([C:23]([O:25]C(C)(C)C)=[O:24])=[CH:19][CH:20]=[CH:21][CH:22]=3)=[CH:13][CH:12]=2)[C:8]2[CH:30]=[CH:31][C:32]([NH:34][C:35](=[O:39])[CH2:36][CH2:37][CH3:38])=[CH:33][C:7]=2[N:6]=1)[CH2:2][CH2:3][CH3:4].FC(F)(F)C(O)=O>>[CH2:1]([C:5]1[N:9]([CH2:10][C:11]2[CH:16]=[CH:15][C:14]([C:17]3[C:18]([C:23]([OH:25])=[O:24])=[CH:19][CH:20]=[CH:21][CH:22]=3)=[CH:13][CH:12]=2)[C:8]2[CH:30]=[CH:31][C:32]([NH:34][C:35](=[O:39])[CH2:36][CH2:37][CH3:38])=[CH:33][C:7]=2[N:6]=1)[CH2:2][CH2:3][CH3:4]. The reactants are C(CCC)C1=NC2=C(N1CC1=CC=C(C=C1)C=1C(=CC=CC1)C(=O)OC(C)(C)C)C=CC(=C2)NC(CCC)=O (tert.butyl 4'-[(2-n-butyl-5-butanoylamino-benzimidazol-1-yl)-methyl]biphenyl-2-carboxylate), FC(C(=O)O)(F)F (trifluoroacetic acid). Reported procedure: Prepared in analogous manner to Example 9 from tert.butyl 4'-[(2-n-butyl-5-butanoylamino-benzimidazol-1-yl)-methyl]biphenyl-2-carboxylate and trifluoroacetic acid. Starting materials: COC1=CC=C(CN2S(N(CC2=O)CC2=CC=NC=C2)(=O)=O)C=C1 (2-(4-methoxybenzyl)-1,1-dioxo-5-pyridin-4-ylmethyl-1,2,5-thiadiazolidin-3-one), C(=O)(C(F)(F)F)O (TFA). Solvent: C(C)[SiH](CC)CC (triethylsilane), O (water). Reaction conditions: temperature 80 celsius. The product is OC(=O)C(F)(F)F.O=S1(NC(CN1CC1=CC=NC=C1)=O)=O (1,1-dioxo-5-pyridin-4-ylmethyl-1,2,5-thiadiazolidin-3-one TFA salt). Reaction SMILES: COC1C=CC(C[N:8]2[C:12](=[O:13])[CH2:11][N:10]([CH2:14][C:15]3[CH:20]=[CH:19][N:18]=[CH:17][CH:16]=3)[S:9]2(=[O:22])=[O:21])=CC=1.[C:25]([OH:31])([C:27]([F:30])([F:29])[F:28])=[O:26]>C([SiH](CC)CC)C.O>[OH:31][C:25]([C:27]([F:30])([F:29])[F:28])=[O:26].[O:22]=[S:9]1(=[O:21])[N:10]([CH2:14][C:15]2[CH:16]=[CH:17][N:18]=[CH:19][CH:20]=2)[CH2:11][C:12](=[O:13])[NH:8]1 |f:4.5|. Reported procedure: The title C compound, 2-(4-methoxybenzyl)-1,1-dioxo-5-pyridin-4-ylmethyl-1,2,5-thiadiazolidin-3-one (73 mg, 0.21 mmol) in a mixture of TFA (4.75 mL) and triethylsilane (0.25 mL) in a 20 mL scintillation vial with polyseal cap is heated in an 80° C. oil bath for 16 h. The reaction solvents are removed by overnight evaporation on a Savant SpeedVac system. This gives a white solid which is dissolved in water, filtered through a 0.45 micron PTFE filter disc, and water is removed by lyophilization to... Starting materials: CC(=O)O, COC(=O)Cc1ccc(Sc2ccc(Cl)cc2)cc1, O, OO. Product: COC(=O)Cc1ccc(S(=O)(=O)c2ccc(Cl)cc2)cc1. RXN SMILES: [CH3:20][C:21]([OH:22])=[O:23].[Cl:1][c:2]1[cH:3][cH:4][c:5]([S:8][c:9]2[cH:10][cH:11][c:12]([CH2:15][C:16](=[O:17])[O:18][CH3:19])[cH:13][cH:14]2)[cH:6][cH:7]1.[OH2:26].[OH:24][OH:25]>>[Cl:1][c:2]1[cH:3][cH:4][c:5]([S:8]([c:9]2[cH:10][cH:11][c:12]([CH2:15][C:16](=[O:17])[O:18][CH3:19])[cH:13][cH:14]2)(=[O:22])=[O:26])[cH:6][cH:7]1. Starting materials: aqueous solution, [O-]P(=O)([O-])[O-].[K+].[K+].[K+] (K3PO4), BrC1=CSC=2C1=NC=CC2Cl (3-bromo-7-chlorothieno[3,2-b]pyridine), FC1=CC(=C(C=C1)B(O)O)C(F)(F)F (4-fluoro-2-(trifluoromethyl) phenylboronic acid), O1CCOCC1 (dioxane). The reagents and catalysts are C1=CC=C(C=C1)P([C-]2C=CC=C2)C3=CC=CC=C3.C1=CC=C(C=C1)P([C-]2C=CC=C2)C3=CC=CC=C3.Cl[Pd]Cl.[Fe+2].C(Cl)Cl (PdCl2(dppf) CH2Cl2). Run in C(Cl)Cl (CH2Cl2). Reaction conditions: temperature 90 celsius. Yields the product ClC1=C2C(=NC=C1)C(=CS2)C2=C(C=C(C=C2)F)C(F)(F)F (7-Chloro-3-(4-fluoro-2-(trifluoromethyl)phenyl)thieno[3,2-b]pyridine). Isolated yield 91.4%. RXN SMILES: Br[C:2]1[C:6]2=[N:7][CH:8]=[CH:9][C:10]([Cl:11])=[C:5]2[S:4][CH:3]=1.[F:12][C:13]1[CH:18]=[CH:17][C:16](B(O)O)=[C:15]([C:22]([F:25])([F:24])[F:23])[CH:14]=1.O1CCOCC1.[O-]P([O-])([O-])=O.[K+].[K+].[K+]>C(Cl)Cl.C1C=CC(P(C2C=CC=CC=2)[C-]2C=CC=C2)=CC=1.C1C=CC(P(C2C=CC=CC=2)[C-]2C=CC=C2)=CC=1.Cl[Pd]Cl.[Fe+2].C(Cl)Cl>[Cl:11][C:10]1[CH:9]=[CH:8][N:7]=[C:6]2[C:2]([C:16]3[CH:17]=[CH:18][C:13]([F:12])=[CH:14][C:15]=3[C:22]([F:23])([F:25])[F:24])=[CH:3][S:4][C:5]=12 |f:3.4.5.6,8.9.10.11.12|. Procedure details: A vessel capable of sealing was charged with a mixture of 3-bromo-7-chlorothieno[3,2-b]pyridine (123 mg, 0.495 mmol), 4-fluoro-2-(trifluoromethyl) phenylboronic acid (123 mg, 0.594 mmol), PdCl2(dppf)-CH2Cl2 adduct (20.21 mg, 0.0.025 mmol), dioxane (6 mL), and a 2.0 M aqueous solution of K3PO4 (0.74 mL, 1.485 mmol) and was purged with nitrogen for 10 min. The vessel was sealed and heated at 90° C. for 3 hours. Upon cooling, the reaction mixture was diluted with CH2Cl2 and filtered with CH2Cl2/MeO... Starting materials: C(C)OCC (diethyl ether), NN (Hydrazine), solution, C(C)(C)(C)OC(N[C@@H](CC(CCC1=CC=C(C=C1)OC[C@H]1OC(OC1)(C)C)(C)C)CN1C(C2=CC=CC=C2C1=O)=O)=O ([(S)-5-[4-((R)-2,2-Dimethyl-[1,3]dioxolan-4-ylmethoxy)-phenyl]-1-(1,3-dioxo-1,3-dihydro-isoindol-2-ylmethyl)-3,3-dimethyl-pentyl]-carbamic acid tert-butyl ester). Yields the product C(C)(C)(C)OC(N[C@@H](CC(CCC1=CC=C(C=C1)OC[C@H]1OC(OC1)(C)C)(C)C)CN)=O ({(S)-1-Aminomethyl-5-[4-((R)-2,2-dimethyl-[1,3]dioxolan-4-ylmethoxy)-phenyl]-3,3-dimethyl-pentyl}-carbamic acid tert-butyl ester). Procedure details: Hydrazine (2.2 ml of a 1M solution in THF, 2.2 mmol) is added to a solution of [(S)-5-[4-((R)-2,2-Dimethyl-[1,3]dioxolan-4-ylmethoxy)-phenyl]-1-(1,3-dioxo-1,3-dihydro-isoindol-2-ylmethyl)-3,3-dimethyl-pentyl]-carbamic acid tert-butyl ester (0.16 g, 0.28 mmol) in ethanol (5 ml), and the resulting colourless solution is heated at 45° C. overnight. The reaction is allowed to cool to room temperature, and diethyl ether (30 ml) is added and the resulting white suspension cooled at 0° C. for 30 minute... Run in C1CCOC1 (THF), C(C)O (ethanol). RXN SMILES: NN.[C:3]([O:7][C:8](=[O:44])[NH:9][C@H:10]([CH2:32][N:33]1C(=O)C2C(=CC=CC=2)C1=O)[CH2:11][C:12]([CH3:31])([CH3:30])[CH2:13][CH2:14][C:15]1[CH:20]=[CH:19][C:18]([O:21][CH2:22][C@@H:23]2[CH2:27][O:26][C:25]([CH3:29])([CH3:28])[O:24]2)=[CH:17][CH:16]=1)([CH3:6])([CH3:5])[CH3:4].C(OCC)C>C1COCC1.C(O)C>[C:3]([O:7][C:8](=[O:44])[NH:9][C@H:10]([CH2:32][NH2:33])[CH2:11][C:12]([CH3:31])([CH3:30])[CH2:13][CH2:14][C:15]1[CH:20]=[CH:19][C:18]([O:21][CH2:22][C@@H:23]2[CH2:27][O:26][C:25]([CH3:29])([CH3:28])[O:24]2)=[CH:17][CH:16]=1)([CH3:6])([CH3:4])[CH3:5]. Conditions: temperature 45 celsius. Reactants: FC(C1=C(CN2N=CC3=CC(=CC=C23)C=C2C(N=C(S2)SCC)=O)C=CC(=C1)C(F)(F)F)(F)F (5-[1-(2,4-Bis-trifluoromethyl-benzyl)-1H-indazol-5-ylmethylene]-2-ethylsulfanyl-thiazol-4-one), COC(=O)C1CCNCC1 (Piperidine-4-carboxylic acid methyl ester). Product: FC(C1=C(CN2N=CC3=CC(=CC=C23)C=C2C(N=C(S2)N2CCC(CC2)C(=O)OC)=O)C=CC(=C1)C(F)(F)F)(F)F (Methyl 1-[5-({1-[2,4-bis(trifluoromethyl)benzyl]-1H-indazol-5-yl}methylidene)-4-oxo-4,5-dihydro-1,3-thiazol-2-yl]piperidine-4-carboxylate). Reaction SMILES: [F:1][C:2]([F:34])([F:33])[C:3]1[CH:28]=[C:27]([C:29]([F:32])([F:31])[F:30])[CH:26]=[CH:25][C:4]=1[CH2:5][N:6]1[C:14]2[C:9](=[CH:10][C:11]([CH:15]=[C:16]3[S:20][C:19](SCC)=[N:18][C:17]3=[O:24])=[CH:12][CH:13]=2)[CH:8]=[N:7]1.[CH3:35][O:36][C:37]([CH:39]1[CH2:44][CH2:43][NH:42][CH2:41][CH2:40]1)=[O:38]>>[F:34][C:2]([F:1])([F:33])[C:3]1[CH:28]=[C:27]([C:29]([F:30])([F:32])[F:31])[CH:26]=[CH:25][C:4]=1[CH2:5][N:6]1[C:14]2[C:9](=[CH:10][C:11]([CH:15]=[C:16]3[S:20][C:19]([N:42]4[CH2:43][CH2:44][CH:39]([C:37]([O:36][CH3:35])=[O:38])[CH2:40][CH2:41]4)=[N:18][C:17]3=[O:24])=[CH:12][CH:13]=2)[CH:8]=[N:7]1. Procedure details: Methyl 1-[5-({1-[2,4-bis(trifluoromethyl)benzyl]-1H-indazol-5-yl}methylidene)-4-oxo-4,5-dihydro-1,3-thiazol-2-yl]piperidine-4-carboxylate was prepared from 5-[1-(2,4-Bis-trifluoromethyl-benzyl)-1H-indazol-5-ylmethylene]-2-ethylsulfanyl-thiazol-4-one and Piperidine-4-carboxylic acid methyl ester following General Procedure C. The reactants are 11(b), P(=O)(OCC(COC(NCCCCCCCCCCCCCCCCC)=O)OC1=NOC=C1)(OCCBr)[O-] ((2RS)-3-(N-heptadecylcarbamoyloxy)-2-(3-isoxazolyloxy)propyl 2-bromoethyl phosphate), CN(C)C (trimethylamine). Yields the product P(=O)(OCC(COC(NCCCCCCCCCCCCCCCCC)=O)OC1=NOC=C1)(OCC[N+](C)(C)C)[O-] ((2RS)-3-(N-Heptadecylcarbamoyloxy)-2-(3-isoxazolyloxy)propyl 2-(trimethylammonio)ethyl phosphate). As a reaction SMILES: [P:1]([O-:38])([O:34][CH2:35][CH2:36]Br)([O:3][CH2:4][CH:5]([O:28][C:29]1[CH:33]=[CH:32][O:31][N:30]=1)[CH2:6][O:7][C:8](=[O:27])[NH:9][CH2:10][CH2:11][CH2:12][CH2:13][CH2:14][CH2:15][CH2:16][CH2:17][CH2:18][CH2:19][CH2:20][CH2:21][CH2:22][CH2:23][CH2:24][CH2:25][CH3:26])=[O:2].[CH3:39][N:40]([CH3:42])[CH3:41]>>[P:1]([O-:38])([O:34][CH2:35][CH2:36][N+:40]([CH3:42])([CH3:41])[CH3:39])([O:3][CH2:4][CH:5]([O:28][C:29]1[CH:33]=[CH:32][O:31][N:30]=1)[CH2:6][O:7][C:8](=[O:27])[NH:9][CH2:10][CH2:11][CH2:12][CH2:13][CH2:14][CH2:15][CH2:16][CH2:17][CH2:18][CH2:19][CH2:20][CH2:21][CH2:22][CH2:23][CH2:24][CH2:25][CH3:26])=[O:2]. Procedure details: 11(b) 0.800 g of (2RS)-3-(N-heptadecylcarbamoyloxy)-2-(3-isoxazolyloxy)propyl 2-bromoethyl phosphate [prepared as described in step (a) above] was reacted with trimethylamine in a similar manner to that described in Example 1(b), to give 0.640 g of the title compound as viscous oil.